From a dataset of the Open Reaction Database (ORD), a public repository of structured organic reaction records. describe an organic reaction: reactants, conditions, products, and yield Reaction conditions: temperature -45 celsius, time 10 minute. As a reaction SMILES: [Cl-].[Al+3].[Cl-].[Cl-].[C:5]([C:9]1[CH:14]=[CH:13][CH:12]=[CH:11][C:10]=1[OH:15])([CH3:8])([CH3:7])[CH3:6].[C:16](Cl)(=[O:18])[CH3:17]>C1(C)C=CC=CC=1>[CH3:7][C:5]([C:9]1[CH:14]=[C:13]([C:16](=[O:18])[CH3:17])[CH:12]=[CH:11][C:10]=1[OH:15])([CH3:8])[CH3:6] |f:0.1.2.3|. Starting materials: [Cl-].[Al+3].[Cl-].[Cl-] (aluminum chloride), C(C)(C)(C)C1=C(C=CC=C1)O (2-tert-butylphenol), C(C)(=O)Cl (acetyl chloride). Run in C1(=CC=CC=C1)C (toluene). Yields the product CC(C)(C)C=1C=C(C=CC1O)C(C)=O (1-(3-(1,1-Dimethylethyl)-4-hydroxyphenyl)ethanone). Procedure: To a dry, round bottom flask was added aluminum chloride (4.402 g, 33.0 mmol). The flask was then cooled to −45° C. After 10 minutes, dry toluene (80 mL) was added followed by dropwise addition of 2-tert-butylphenol (5.00 mL, 32.7 mmol) (commercially available from Sigma-Aldrich, St. Louis, Mo., USA). The mixture was stirred and maintained at −4° C. After 1.5 hours, acetyl chloride (2.40 mL, 33.8 mmol) was carefully added dropwise. The mixture was allowed to warm to room temperature and monitore...